This data is from the Open Reaction Database (ORD), a public repository of structured organic reaction records. The task is: describe an organic reaction: reactants, conditions, products, and yield Starting materials: BrCCCCBr, CS(C)=O, N#CCc1ccccc1Cl, [K+], [OH-]. Yields the product N#CC1(c2ccccc2Cl)CCCC1. Reaction SMILES: [Br:11][CH2:12][CH2:13][CH2:14][CH2:15][Br:16].[CH3:19][S:20]([CH3:21])=[O:22].[Cl:1][c:2]1[c:3]([CH2:8][C:9]#[N:10])[cH:4][cH:5][cH:6][cH:7]1.[K+:18].[OH-:17]>>[Cl:1][c:2]1[c:3]([C:8]2([C:9]#[N:10])[CH2:12][CH2:13][CH2:14][CH2:15]2)[cH:4][cH:5][cH:6][cH:7]1. The reactants are C(C1=CC=CC=C1)OCC(C(N)=O)NC(=O)C(CC(C)C)OC(=O)N1CCOCC1 (Morpholine-4-carboxylic acid 1-(2-benzyloxy-1-carbamoyl-ethylcarbamoyl)-3-methyl-butyl ester), N1=C(Cl)N=C(Cl)N=C1Cl (cyanuric chloride). Run in CN(C)C=O (DMF). Conditions: temperature 0 celsius, time 1 hour. Yields the product C(C1=CC=CC=C1)OCC(C#N)NC(=O)C(CC(C)C)OC(=O)N1CCOCC1 (Morpholine-4-carboxylic acid 1-[(benzyloxymethyl-cyano-methyl)-carbamoyl]-3-methyl-butyl ester). Yield: 59.3%. Reaction SMILES: [CH2:1]([O:8][CH2:9][CH:10]([NH:14][C:15]([CH:17]([O:22][C:23]([N:25]1[CH2:30][CH2:29][O:28][CH2:27][CH2:26]1)=[O:24])[CH2:18][CH:19]([CH3:21])[CH3:20])=[O:16])[C:11](=O)[NH2:12])[C:2]1[CH:7]=[CH:6][CH:5]=[CH:4][CH:3]=1.N1C(Cl)=NC(Cl)=NC=1Cl>CN(C=O)C>[CH2:1]([O:8][CH2:9][CH:10]([NH:14][C:15]([CH:17]([O:22][C:23]([N:25]1[CH2:26][CH2:27][O:28][CH2:29][CH2:30]1)=[O:24])[CH2:18][CH:19]([CH3:21])[CH3:20])=[O:16])[C:11]#[N:12])[C:2]1[CH:7]=[CH:6][CH:5]=[CH:4][CH:3]=1. Procedure: Morpholine-4-carboxylic acid 1-(2-benzyloxy-1-carbamoyl-ethylcarbamoyl)-3-methyl-butyl ester (0.100 g, 0.23 mmol) was dissolved in 3 mL of DMF and cooled to 0° C. with an ice-water bath. To this solution was added cyanuric chloride (0.044 g, 0.23 mmol) and the reaction mixture was stirred for 1 h. The reaction was quenched with cold water (2 mL), extracted with EtOAc (3×100 mL), and the organic layers were combined and washed with 100 mL brine. The organic layer was dried over MgSO4, filtered an... Reactants: CS(C)=O, COc1ccc(-c2nnc(C(=O)N3CC(Oc4ccc(C=O)cc4)C3)o2)cc1, ClCCl, OCC1CCNCC1, [Na+], O=C([O-])O. The product is COc1ccc(-c2nnc(C(=O)N3CC(Oc4ccc(CN5CCC(CO)CC5)cc4)C3)o2)cc1. Reaction SMILES: [CH3:42][S:43]([CH3:44])=[O:45].[CH3:9][O:10][c:11]1[cH:12][cH:13][c:14](-[c:17]2[n:18][n:19][c:20]([C:22](=[O:23])[N:24]3[CH2:25][CH:26]([O:28][c:29]4[cH:30][cH:31][c:32]([CH:33]=[O:34])[cH:35][cH:36]4)[CH2:27]3)[o:21]2)[cH:15][cH:16]1.[Cl:46][CH2:47][Cl:48].[NH:1]1[CH2:2][CH2:3][CH:4]([CH2:7][OH:8])[CH2:5][CH2:6]1.[Na+:41].[O-:37][C:38]([OH:39])=[O:40]>>[N:1]1([CH2:33][c:32]2[cH:31][cH:30][c:29]([O:28][CH:26]3[CH2:25][N:24]([C:22]([c:20]4[n:19][n:18][c:17](-[c:14]5[cH:13][cH:12][c:11]([O:10][CH3:9])[cH:16][cH:15]5)[o:21]4)=[O:23])[CH2:27]3)[cH:36][cH:35]2)[CH2:2][CH2:3][CH:4]([CH2:7][OH:8])[CH2:5][CH2:6]1. Reactants: C(C1=CC=CC=C1)N1C=CC2=C1N=C(N=C2OC2=C(C=C(C=C2C)C)C)NC2=CC=C(C#N)C=C2 (4-[7-benzyl-4-(2,4,6-trimethyl-phenoxy)-7H-pyrrolo[2,3-d]pyrimidin-2-ylamino]-benzonitrile), [Cl-].[Al+3].[Cl-].[Cl-] (aluminum chloride), ice water. Solvent: ClC1=C(C=CC=C1)Cl (1,2-dichlorobenzene). Conditions: temperature 160 celsius, time 4 hour. The product is Hexanes EtOAc, CC1=C(OC=2C3=C(N=C(N2)NC2=CC=C(C#N)C=C2)NC=C3)C(=CC(=C1)C)C (4-[4-(2,4,6-trimethyl-phenoxy)-7H-pyrrolo[2,3-d]pyrimidin-2-ylamino]-benzonitrile). Yield: 48.9%. Reaction SMILES: C([N:8]1[C:12]2[N:13]=[C:14]([NH:27][C:28]3[CH:35]=[CH:34][C:31]([C:32]#[N:33])=[CH:30][CH:29]=3)[N:15]=[C:16]([O:17][C:18]3[C:23]([CH3:24])=[CH:22][C:21]([CH3:25])=[CH:20][C:19]=3[CH3:26])[C:11]=2[CH:10]=[CH:9]1)C1C=CC=CC=1.[Cl-].[Al+3].[Cl-].[Cl-]>ClC1C=CC=CC=1Cl>[CH3:26][C:19]1[CH:20]=[C:21]([CH3:25])[CH:22]=[C:23]([CH3:24])[C:18]=1[O:17][C:16]1[C:11]2[CH:10]=[CH:9][NH:8][C:12]=2[N:13]=[C:14]([NH:27][C:28]2[CH:35]=[CH:34][C:31]([C:32]#[N:33])=[CH:30][CH:29]=2)[N:15]=1 |f:1.2.3.4|. Reported procedure: To a solution of 4-[7-benzyl-4-(2,4,6-trimethyl-phenoxy)-7H-pyrrolo[2,3-d]pyrimidin-2-ylamino]-benzonitrile (38 mg, 0.083 mmol) in 1,2-dichlorobenzene (1 mL) was added aluminum chloride (55 mg, 0.42 mmol). The reaction mixture was stirred at 160° C. for 4 h and cooled to room temperature. The mixture was poured into ice water and extracted with CH2Cl2 (2×10 mL). The combined organic solution was washed with brine (10 mL), dried with Na2SO4, and concentrated to dryness. Silica gel chromatography ... Starting materials: C(C)(C)(C)OC(CN1C=CC2=CC=C(C=C12)O)=O ((6-hydroxy-indol-1-yl)-acetic acid tert-butyl ester), ClCC1=NNC(=C1)C1=CC=C(C=C1)C(F)(F)F (3-chloromethyl-5-(4-trifluoromethyl-phenyl)-1H-pyrazole), C([O-])([O-])=O.[Cs+].[Cs+] (cesium carbonate), [I-].[K+] (potassium iodide). The solvent is CN(C=O)C (N,N-dimethylformamide). Reaction conditions: temperature 80 celsius, time 4 hour. Product: C(C)(C)(C)OC(CN1C=CC2=CC=C(C=C12)OCC1=NNC(=C1)C1=CC=C(C=C1)C(F)(F)F)=O ([6-[5-(4-Trifluoromethyl-phenyl)-1H-pyrazol-3-ylmethoxy]-indol-1-yl]-acetic acid tert-butyl ester). The yield is 6.7%. RXN SMILES: [C:1]([O:5][C:6](=[O:18])[CH2:7][N:8]1[C:16]2[C:11](=[CH:12][CH:13]=[C:14]([OH:17])[CH:15]=2)[CH:10]=[CH:9]1)([CH3:4])([CH3:3])[CH3:2].Cl[CH2:20][C:21]1[CH:25]=[C:24]([C:26]2[CH:31]=[CH:30][C:29]([C:32]([F:35])([F:34])[F:33])=[CH:28][CH:27]=2)[NH:23][N:22]=1.C(=O)([O-])[O-].[Cs+].[Cs+].[I-].[K+]>CN(C)C=O>[C:1]([O:5][C:6](=[O:18])[CH2:7][N:8]1[C:16]2[C:11](=[CH:12][CH:13]=[C:14]([O:17][CH2:20][C:21]3[CH:25]=[C:24]([C:26]4[CH:27]=[CH:28][C:29]([C:32]([F:34])([F:33])[F:35])=[CH:30][CH:31]=4)[NH:23][N:22]=3)[CH:15]=2)[CH:10]=[CH:9]1)([CH3:4])([CH3:2])[CH3:3] |f:2.3.4,5.6|. Procedure: A mixture of (6-hydroxy-indol-1-yl)-acetic acid tert-butyl ester (37 mg, 0.15 mmol), 3-chloromethyl-5-(4-trifluoromethyl-phenyl)-1H-pyrazole (43 mg, 0.16 mmol), cesium carbonate (54 mg, 0.16 mmol) and a trace of potassium iodide were suspended in N,N-dimethylformamide (4 ml). The suspension was stirred at ambient temperature for 14 h and for 4 h at 80° C. The solvent was evaporated under reduced pressure and the residue dissolved in 1 N HCl/ice water 1/1 and ethyl acetate. The layers were separa... The reactants are ice water, C1(=CC=CC=C1)C1(OC(N2C1CNCC2)=O)C2=CC=CC=C2 (Hexahydro-1,1-diphenyl-3H-oxazolo[3,4-a]pyrazin-3-one), N1CCOCC1 (morpholine), BrCCN=C=O (2-Bromoethyl isocyanate). Solvent: C1(=CC=CC=C1)C (toluene). Run at time 2 hour. Yields the product N1(CCOCC1)CCNC(=O)N1CC2N(CC1)C(OC2(C2=CC=CC=C2)C2=CC=CC=C2)=O (Tetrahydro-N-[2-(4-morpholinyl)ethyl]-3-oxo-1,1-diphenyl-3H-oxazolo[3,4-a]pyrazine-7(1H)-carboxamide). Yield: 25.3%. As a reaction SMILES: [C:1]1([C:7]2([C:17]3[CH:22]=[CH:21][CH:20]=[CH:19][CH:18]=3)[CH:11]3[CH2:12][NH:13][CH2:14][CH2:15][N:10]3[C:9](=[O:16])[O:8]2)[CH:6]=[CH:5][CH:4]=[CH:3][CH:2]=1.Br[CH2:24][CH2:25][N:26]=[C:27]=[O:28].[NH:29]1[CH2:34][CH2:33][O:32][CH2:31][CH2:30]1>C1(C)C=CC=CC=1>[N:29]1([CH2:24][CH2:25][NH:26][C:27]([N:13]2[CH2:14][CH2:15][N:10]3[C:9](=[O:16])[O:8][C:7]([C:1]4[CH:6]=[CH:5][CH:4]=[CH:3][CH:2]=4)([C:17]4[CH:18]=[CH:19][CH:20]=[CH:21][CH:22]=4)[CH:11]3[CH2:12]2)=[O:28])[CH2:34][CH2:33][O:32][CH2:31][CH2:30]1. Reported procedure: Hexahydro-1,1-diphenyl-3H-oxazolo[3,4-a]pyrazin-3-one (0.17 g, 0.58 mmol) was dissolved in toluene (1.5 mL). 2-Bromoethyl isocyanate (0.10 g, 0.67 mmol) was added thereto, and the mixture was stirred at room temperature for 2 hours. The reaction solution was concentrated under reduced pressure. The residue was subjected to silica gel column chromatography (ethyl acetate), and the fractions were collected and concentrated. The residue was dissolved in N,N-dimethylformamide (2 mL), morpholine (0.2... Starting materials: C1(=CC=CC=C1)NC(OCC)=O (ethyl phenylcarbamate), NCC(C)N (1,2-diaminopropane). Run at temperature 125 celsius. The product is CC(CNC(=O)NC1=CC=CC=C1)N (1-methyl-2-(3-phenylureido)ethylamine). RXN SMILES: [C:1]1([NH:7][C:8](=[O:12])OCC)[CH:6]=[CH:5][CH:4]=[CH:3][CH:2]=1.[NH2:13][CH2:14][CH:15]([NH2:17])[CH3:16]>>[CH3:16][CH:15]([NH2:17])[CH2:14][NH:13][C:8]([NH:7][C:1]1[CH:2]=[CH:3][CH:4]=[CH:5][CH:6]=1)=[O:12]. Procedure: A mixture of ethyl phenylcarbamate (50 g.) and 1,2-diaminopropane (105 g.) is heated at 125° C. for 17 hours and cooled, and the excess of amine is removed by evaporation under reduced pressure. The residue is dissolved in ethyl acetate and the solution is washed with saturated brine, dried and evaporated to dryness. The residue is triturated with toluene and there is thus obtained as solid residue 1-methyl-2-(3-phenylureido)ethylamine, which is used without further purification. The reactants are N#CC1CC(F)CN1C(=O)CNC12CCC(C(=O)O)(CC1)CC2, Nc1cccc(F)c1. Yields the product N#CC1CC(F)CN1C(=O)CNC12CCC(C(=O)Nc3cccc(F)c3)(CC1)CC2. Reaction SMILES: [C:1](=[O:2])([OH:3])[C:4]12[CH2:5][CH2:6][C:7]([NH:12][CH2:13][C:14](=[O:15])[N:16]3[CH:17]([C:22]#[N:23])[CH2:18][CH:19]([F:21])[CH2:20]3)([CH2:8][CH2:9]1)[CH2:10][CH2:11]2.[NH2:24][c:25]1[cH:26][cH:27][cH:28][c:29]([F:30])[cH:31]1>>[C:1](=[O:2])([C:4]12[CH2:5][CH2:6][C:7]([NH:12][CH2:13][C:14](=[O:15])[N:16]3[CH:17]([C:22]#[N:23])[CH2:18][CH:19]([F:21])[CH2:20]3)([CH2:8][CH2:9]1)[CH2:10][CH2:11]2)[NH:24][c:25]1[cH:26][cH:27][cH:28][c:29]([F:30])[cH:31]1. The reactants are C(C)(=O)O[BH-](OC(C)=O)OC(C)=O.[Na+] (Sodium triacetoxyborohydride), N1CC(C1)N1N=CC=C1C1=C(OC2=CC(=C(C=C2F)S(=O)(=O)NC2=NC=NS2)F)C=CC(=C1)Cl (4-[2-(1-azetidin-3-yl-1H-pyrazol-5-yl)-4-chlorophenoxy]-2,5-difluoro-N-1,2,4-thiadiazol-5-ylbenzenesulfonamide), ClCCl (dichloromethane), C=O (formaldehyde), C=O (formaldehyde), C(C)(=O)O[BH-](OC(C)=O)OC(C)=O.[Na+] (sodium triacetoxyborohydride). Solvent: C(C(C)C)C(=O)C.C(C)(=O)O.O (methyl isobutyl ketone acetic acid water), C(C)(=O)OCC (ethyl acetate). Conditions: time 18 hour. Product: ClC1=CC(=C(OC2=CC(=C(C=C2F)S(=O)(=O)NC2=NC=NS2)F)C=C1)C1=CC=NN1C1CN(C1)C (4-{4-Chloro-2-[1-(1-methylazetidin-3-yl)-1H-pyrazol-5-yl]phenoxy}-2,5-difluoro-N-1,2,4-thiadiazol-5-ylbenzenesulfonamide). As a reaction SMILES: [NH:1]1[CH2:4][CH:3]([N:5]2[C:9]([C:10]3[CH:33]=[C:32]([Cl:34])[CH:31]=[CH:30][C:11]=3[O:12][C:13]3[C:18]([F:19])=[CH:17][C:16]([S:20]([NH:23][C:24]4[S:28][N:27]=[CH:26][N:25]=4)(=[O:22])=[O:21])=[C:15]([F:29])[CH:14]=3)=[CH:8][CH:7]=[N:6]2)[CH2:2]1.Cl[CH2:36]Cl.C=O.C(O[BH-](OC(=O)C)OC(=O)C)(=O)C.[Na+]>C(C(C)=O)C(C)C.C(O)(=O)C.O.C(OCC)(=O)C>[Cl:34][C:32]1[CH:31]=[CH:30][C:11]([O:12][C:13]2[C:18]([F:19])=[CH:17][C:16]([S:20]([NH:23][C:24]3[S:28][N:27]=[CH:26][N:25]=3)(=[O:21])=[O:22])=[C:15]([F:29])[CH:14]=2)=[C:10]([C:9]2[N:5]([CH:3]3[CH2:2][N:1]([CH3:36])[CH2:4]3)[N:6]=[CH:7][CH:8]=2)[CH:33]=1 |f:3.4,5.6.7|. Reported procedure: 4-[2-(1-azetidin-3-yl-1H-pyrazol-5-yl)-4-chlorophenoxy]-2,5-difluoro-N-1,2,4-thiadiazol-5-ylbenzenesulfonamide (Example 801, 54 mg, 0.1 mmol) was stirred with dichloromethane (2 mL) methanol (0.2 mL) and 37% w/v aqueous formaldehyde solution (0.025 mL, 0.34 mmol) at room temperature for 15 minutes. Sodium triacetoxyborohydride (68 mg, 0.32 mmol) was added at the reaction stirred at room temperature for 18 hours. 37% wt/vol aqueous formaldehyde solution (0.025 mL, 0.34 mmol) was added and the rea... The reactants are C1CCOC1, CO, COC(=O)C(C)n1cc(-c2cnc(N)c(OC(C)c3c(Cl)ccc(F)c3Cl)c2)cn1, [Li+], [OH-], O. Product: CC(Oc1cc(-c2cnn(C(C)C(=O)O)c2)cnc1N)c1c(Cl)ccc(F)c1Cl. As a reaction SMILES: [CH2:33]1[O:34][CH2:35][CH2:36][CH2:37]1.[CH3:38][OH:39].[CH3:3][O:4][C:5]([CH:6]([CH3:7])[n:8]1[n:9][cH:10][c:11](-[c:13]2[cH:14][n:15][c:16]([NH2:31])[c:17]([O:19][CH:20]([CH3:21])[c:22]3[c:23]([Cl:30])[c:24]([F:29])[cH:25][cH:26][c:27]3[Cl:28])[cH:18]2)[cH:12]1)=[O:32].[Li+:2].[OH-:1].[OH2:40]>>[O:4]=[C:5]([CH:6]([CH3:7])[n:8]1[n:9][cH:10][c:11](-[c:13]2[cH:14][n:15][c:16]([NH2:31])[c:17]([O:19][CH:20]([CH3:21])[c:22]3[c:23]([Cl:30])[c:24]([F:29])[cH:25][cH:26][c:27]3[Cl:28])[cH:18]2)[cH:12]1)[OH:32].